From a dataset of the Open Reaction Database (ORD), a public repository of structured organic reaction records. describe an organic reaction: reactants, conditions, products, and yield Product: CC=1N(C(=NN1)C(CC1=CC=CC=C1)N)C1=C(C=CC=C1)C (1-(5-methyl-4-(o-tolyl)-4H-1,2,4-triazol-3-yl)-2-phenylethanamine). Starting materials: CC=1N(C(=NN1)C(CC1=CC=CC=C1)=NO)C1=C(C=CC=C1)C (1-(5-methyl-4-(o-tolyl)-4H-1,2,4-triazol-3-yl)-2-phenylethanone oxime). Run in C(C)(=O)O (acetic acid). Reagents/catalysts: [Zn] (zinc). Procedure: The suspension of 10E (120 mg, 0.4 mmol) and zinc powder (256 mg, 4 mmol) in 2 mL of acetic acid was heated to reflux for 30 minutes. The reaction was filtered and purified on prep reverse phase HPLC using 20-80% B over 20 min. (A=0.1% TFA/H2O; B=0.1% TFA/Acetonitrile). Combined pure fractions as determined by LC/MS and lyophilized to provide the desired product. MS (m/z) 293 [M+H]+. RXN SMILES: [CH3:1][C:2]1[N:3]([C:17]2[CH:22]=[CH:21][CH:20]=[CH:19][C:18]=2[CH3:23])[C:4]([C:7](=[N:15]O)[CH2:8][C:9]2[CH:14]=[CH:13][CH:12]=[CH:11][CH:10]=2)=[N:5][N:6]=1>C(O)(=O)C.[Zn]>[CH3:1][C:2]1[N:3]([C:17]2[CH:22]=[CH:21][CH:20]=[CH:19][C:18]=2[CH3:23])[C:4]([CH:7]([NH2:15])[CH2:8][C:9]2[CH:14]=[CH:13][CH:12]=[CH:11][CH:10]=2)=[N:5][N:6]=1. The reactants are C(C)OC(=O)NCCC1=CC(=CC=C1)Br (N-ethoxycarbonyl-m-bromophenethylamine). The solvent is polyphosphoric acid, O (H2O). Product: BrC=1C=C2CCNC(C2=CC1)=O (6-bromo-1-oxo-1,2,3,4-tetrahydroisoquinoline). Reaction SMILES: C([O:3][C:4]([NH:6][CH2:7][CH2:8][C:9]1[CH:14]=[CH:13][CH:12]=[C:11]([Br:15])[CH:10]=1)=O)C>O>[Br:15][C:11]1[CH:10]=[C:9]2[C:14](=[CH:13][CH:12]=1)[C:4](=[O:3])[NH:6][CH2:7][CH2:8]2. Procedure: A suspension of N-ethoxycarbonyl-m-bromophenethylamine (6.87 g, 25.25 mmol) in polyphosphoric acid (50 mL) is heated to reflux for 5 min. When the mixture cools, H2O is added and the resulting solution extracted with EtOAc (1×300 ml). The organic phase is dried and concentrated in vacuo and the residue chromatographed (silica gel, EtOAc) to give 6-bromo-1-oxo-1,2,3,4-tetrahydroisoquinoline.